describe an organic reaction: reactants, conditions, products, and yield From a dataset of the Open Reaction Database (ORD), a public repository of structured organic reaction records. The reactants are CCC(=O)C1=CC=CC=C1C(=O)O (propiophenone-2-carboxylic acid), [H-].[Al+3].[Li+].[H-].[H-].[H-] (lithium aluminium hydride). The product is OC(CC)C1=C(C=CC=C1)CO (1-(1-Hydroxypropyl)-2-hydroxymethylbenzene). Reaction SMILES: [CH3:1][CH2:2][C:3]([C:5]1[C:10]([C:11](O)=[O:12])=[CH:9][CH:8]=[CH:7][CH:6]=1)=[O:4].[H-].[Al+3].[Li+].[H-].[H-].[H-]>>[OH:4][CH:3]([C:5]1[CH:6]=[CH:7][CH:8]=[CH:9][C:10]=1[CH2:11][OH:12])[CH2:2][CH3:1] |f:1.2.3.4.5.6|. Procedure details: This compound was prepared in an analogous manner to Example XI from 10 g (56 mM) of propiophenone-2-carboxylic acid and lithium aluminium hydride to yield the title compound as an oil. 1H-nmr δ (CDCl3) 7.5-7.2 (4H, m); 4.8-4.5 (3H,m); 3.9-3.5 (2H, broad s, exchanges with D2O); 1.9-1.6 (2H, m); 0.86 (3H,t).